Task: describe an organic reaction: reactants, conditions, products, and yield. Dataset: the Open Reaction Database (ORD), a public repository of structured organic reaction records The reactants are CCO, CSCc1cc(C(F)(F)F)ccc1N. Product: Cc1cc(C(F)(F)F)ccc1N. RXN SMILES: [CH3:15][CH2:16][OH:17].[CH3:1][S:2][CH2:3][c:4]1[c:5]([NH2:14])[cH:6][cH:7][c:8]([C:10]([F:11])([F:12])[F:13])[cH:9]1>>[CH3:3][c:4]1[c:5]([NH2:14])[cH:6][cH:7][c:8]([C:10]([F:11])([F:12])[F:13])[cH:9]1.